From a dataset of the Open Reaction Database (ORD), a public repository of structured organic reaction records. describe an organic reaction: reactants, conditions, products, and yield The reactants are Cc1ccc(Sc2cc(C)oc2C)c([N+](=O)[O-])c1, Cl[Sn]Cl. Product: Cc1ccc(Sc2cc(C)oc2C)c(N)c1. As a reaction SMILES: [CH3:1][c:2]1[o:3][c:4]([CH3:18])[cH:5][c:6]1[S:7][c:8]1[c:9]([N+:15]([O-:16])=[O:17])[cH:10][c:11]([CH3:14])[cH:12][cH:13]1.[Sn:19]([Cl:20])[Cl:21]>>[CH3:1][c:2]1[o:3][c:4]([CH3:18])[cH:5][c:6]1[S:7][c:8]1[c:9]([NH2:15])[cH:10][c:11]([CH3:14])[cH:12][cH:13]1. Reactants: Clc1ccc(N2CCNCC2)cc1, NCCCc1nc(Cl)nc2c1S(=O)(=O)CC2, C1COCCO1. The product is NCCCc1nc(N2CCN(c3ccc(Cl)cc3)CC2)nc2c1S(=O)(=O)CC2. Reaction SMILES: [Cl:17][c:18]1[cH:19][cH:20][c:21]([N:24]2[CH2:25][CH2:26][NH:27][CH2:28][CH2:29]2)[cH:22][cH:23]1.[Cl:1][c:2]1[n:3][c:4]([CH2:13][CH2:14][CH2:15][NH2:16])[c:5]2[c:6]([n:7]1)[CH2:8][CH2:9][S:10]2(=[O:11])=[O:12].[O:30]1[CH2:31][CH2:32][O:33][CH2:34][CH2:35]1>>[c:2]1([N:27]2[CH2:26][CH2:25][N:24]([c:21]3[cH:20][cH:19][c:18]([Cl:17])[cH:23][cH:22]3)[CH2:29][CH2:28]2)[n:3][c:4]([CH2:13][CH2:14][CH2:15][NH2:16])[c:5]2[c:6]([n:7]1)[CH2:8][CH2:9][S:10]2(=[O:11])=[O:12]. Starting materials: BrC(Br)(Br)Br, CC(C)(C)[Si](C)(C)Oc1ccccc1CO, CC#N, c1ccc(P(c2ccccc2)c2ccccc2)cc1. Yields the product CC(C)(C)[Si](C)(C)Oc1ccccc1CBr. Reaction SMILES: [C:17]([Br:18])([Br:19])([Br:20])[Br:21].[C:1]([CH3:2])([CH3:3])([CH3:4])[Si:5]([O:6][c:7]1[c:8]([CH2:13][OH:14])[cH:9][cH:10][cH:11][cH:12]1)([CH3:15])[CH3:16].[CH3:41][C:42]#[N:43].[c:22]1([P:23]([c:24]2[cH:25][cH:26][cH:27][cH:28][cH:29]2)[c:30]2[cH:31][cH:32][cH:33][cH:34][cH:35]2)[cH:36][cH:37][cH:38][cH:39][cH:40]1>>[C:1]([CH3:2])([CH3:3])([CH3:4])[Si:5]([O:6][c:7]1[c:8]([CH2:13][Br:18])[cH:9][cH:10][cH:11][cH:12]1)([CH3:15])[CH3:16]. Starting materials: C(C1=CC=CC=C1)OC1=CC=C(C=C1)N(C1=C(C=C(C=C1)C)[N+](=O)[O-])C ((4-Benzyloxy-phenyl)-methyl-(4-methyl-2-nitro-phenyl)-amine), [Cl-].[NH4+] (ammonium chloride). Reagents/catalysts: [Fe] (iron). Run in O (water), C(C)O (ethanol). The product is C(C1=CC=CC=C1)OC1=CC=C(C=C1)N(C1=C(C=C(C=C1)C)N)C ((4-Benzyloxy-phenyl)-methyl-(4-methyl-2-amino-phenyl)-amine), solid. The yield is 72.0%. As a reaction SMILES: [CH2:1]([O:8][C:9]1[CH:14]=[CH:13][C:12]([N:15]([CH3:26])[C:16]2[CH:21]=[CH:20][C:19]([CH3:22])=[CH:18][C:17]=2[N+:23]([O-])=O)=[CH:11][CH:10]=1)[C:2]1[CH:7]=[CH:6][CH:5]=[CH:4][CH:3]=1.[Cl-].[NH4+]>O.C(O)C.[Fe]>[CH2:1]([O:8][C:9]1[CH:14]=[CH:13][C:12]([N:15]([CH3:26])[C:16]2[CH:21]=[CH:20][C:19]([CH3:22])=[CH:18][C:17]=2[NH2:23])=[CH:11][CH:10]=1)[C:2]1[CH:3]=[CH:4][CH:5]=[CH:6][CH:7]=1 |f:1.2|. Procedure details: A mixture of the product from Example 133B (129.4 mg, 0.3714 mmol), iron powder (128 mg, 2.284 mmol), ammonium chloride (130 mg, 2.433 mmol) in water (1 mL) and ethanol (2 mL) was heated at 70° under a nitrogen atmosphere for 1 hour. The reaction was cooled to room temperature and vacuum filtered, washing the residue with methanol. The filtrate was concentrated under vacuum and azeotroped with toluene (50 mL). The residue was purified by silica gel flash chromatography using methylene chloride a...